Dataset: the Open Reaction Database (ORD), a public repository of structured organic reaction records. Task: describe an organic reaction: reactants, conditions, products, and yield Reactants: CN(/C=C/C(=O)C1=NN(C=CC1=O)C1=CC(=CC=C1)S(=O)(=O)C)C (3-((E)-3-Dimethylamino-acryloyl)-1-(3-methansulfonyl-phenyl)-1H-pyridazin-4-one), O1CCOC2=C1C=CC=C2NN ((2,3-dihydro-benzo[1,4]dioxin-5-yl)-hydrazine). Yields the product O1CCOC2=C1C=CC=C2N2N=CC=C2C2=NN(C=CC2=O)C2=CC(=CC=C2)S(=O)(=O)C (3-[2-(2,3-Dihydro-benzo[1,4]dioxin-5-yl)-2H-pyrazol-3-yl]-1-(3-methanesulfonyl-phenyl)-1H-pyridazin-4-one). As a reaction SMILES: C[N:2](C)/[CH:3]=[CH:4]/[C:5]([C:7]1[C:12](=[O:13])[CH:11]=[CH:10][N:9]([C:14]2[CH:19]=[CH:18][CH:17]=[C:16]([S:20]([CH3:23])(=[O:22])=[O:21])[CH:15]=2)[N:8]=1)=O.[O:25]1[C:30]2[CH:31]=[CH:32][CH:33]=[C:34]([NH:35]N)[C:29]=2[O:28][CH2:27][CH2:26]1>>[O:25]1[C:30]2[CH:31]=[CH:32][CH:33]=[C:34]([N:35]3[C:5]([C:7]4[C:12](=[O:13])[CH:11]=[CH:10][N:9]([C:14]5[CH:19]=[CH:18][CH:17]=[C:16]([S:20]([CH3:23])(=[O:22])=[O:21])[CH:15]=5)[N:8]=4)=[CH:4][CH:3]=[N:2]3)[C:29]=2[O:28][CH2:27][CH2:26]1. Reported procedure: The product was obtained starting from 3-((E)-3-Dimethylamino-acryloyl)-1-(3-methansulfonyl-phenyl)-1H-pyridazin-4-one (A-7) and (2,3-dihydro-benzo[1,4]dioxin-5-yl)-hydrazine according to the method described for example 43. MS: M=451.2 (M+H)+